From a dataset of the Open Reaction Database (ORD), a public repository of structured organic reaction records. describe an organic reaction: reactants, conditions, products, and yield Starting materials: C1(=CC=CC=C1)C(C1CO1)C1=CC=CC=C1 (1,1-Diphenyl-2,3-epoxy-propane), CNC (dimethylamine). Solvent: C(C)O (ethanol). The product is CN(CC(C(C1=CC=CC=C1)C1=CC=CC=C1)O)C (3-dimethylamino-1,1-diphenyl-propan-2-ol). Yield: 90.0%. As a reaction SMILES: [C:1]1([CH:7]([C:11]2[CH:16]=[CH:15][CH:14]=[CH:13][CH:12]=2)[CH:8]2[O:10][CH2:9]2)[CH:6]=[CH:5][CH:4]=[CH:3][CH:2]=1.[CH3:17][NH:18][CH3:19]>C(O)C>[CH3:17][N:18]([CH3:19])[CH2:9][CH:8]([OH:10])[CH:7]([C:11]1[CH:16]=[CH:15][CH:14]=[CH:13][CH:12]=1)[C:1]1[CH:6]=[CH:5][CH:4]=[CH:3][CH:2]=1. Reported procedure: 1,1-Diphenyl-2,3-epoxy-propane prepared as described in Example 21, was further reacted with dimethylamine in ethanol by the procedure described in Example 8 to give 3-dimethylamino-1,1-diphenyl-propan-2-ol (90%), m.p. 72° - 73°. Starting materials: NC1=C(N=C2C(=N1)SC=C2)C(=O)OCC (Ethyl 3-aminothieno[2,3-b]pyrazine-2-carboxylate), [H-].[Na+] (NaH), C(C1=CC=CC=C1)Br (benzyl bromide). Yields the product C(C1=CC=CC=C1)NC1=C(N=C2C(=N1)SC=C2)C(=O)OCC (Ethyl 3-(N-benzylamino)thieno[2,3-b]pyrazine-2-carboxylate). Isolated yield 61.6%. RXN SMILES: [NH2:1][C:2]1[N:7]=[C:6]2[S:8][CH:9]=[CH:10][C:5]2=[N:4][C:3]=1[C:11]([O:13][CH2:14][CH3:15])=[O:12].[H-].[Na+].[CH2:18](Br)[C:19]1[CH:24]=[CH:23][CH:22]=[CH:21][CH:20]=1>>[CH2:18]([NH:1][C:2]1[N:7]=[C:6]2[S:8][CH:9]=[CH:10][C:5]2=[N:4][C:3]=1[C:11]([O:13][CH2:14][CH3:15])=[O:12])[C:19]1[CH:24]=[CH:23][CH:22]=[CH:21][CH:20]=1 |f:1.2|. Procedure details: Ethyl 3-aminothieno[2,3-b]pyrazine-2-carboxylate (0.450 g, 2.02 mmol) was treated with neat NaH (0.058 g, 2.42 mmol) and benzyl bromide (0.380 g, 2.22 mmol) as described in Example 94A. Purification by column chromatography on silica gel eluting with a solvent gradient from 10:1 to 3:1 hexanes:ethyl acetate gave the title compound (0.39 g, 62%) as a yellow solid. 1H NMR (300 MHz, CDCl3) δ1.39 (t, 3H), 4.37 (q, 2H), 5.38 (d, 2H), 7.19-7.42 (m, 5H), 7.88 (br t, 1H), 8.55 (m, 2H). MS (DCI/NH3) m/e ... Reactants: ClC1=CC=C(C(C2=CC=CC=C2)N)C=C1 (racemic 4-chlorobenzhydrylamine), C([C@@H](O)[C@H](O)C(=O)O)(=O)O (D-tartaric acid). Product: ClC1=CC=C([C@H](C2=CC=CC=C2)N)C=C1 ((S)-4-chlorobenzhydrylamine). As a reaction SMILES: [Cl:1][C:2]1[CH:15]=[CH:14][C:5]([CH:6]([NH2:13])[C:7]2[CH:12]=[CH:11][CH:10]=[CH:9][CH:8]=2)=[CH:4][CH:3]=1.C(O)(=O)[C@H]([C@@H](C(O)=O)O)O>>[Cl:1][C:2]1[CH:3]=[CH:4][C:5]([C@@H:6]([NH2:13])[C:7]2[CH:12]=[CH:11][CH:10]=[CH:9][CH:8]=2)=[CH:14][CH:15]=1. Reported procedure: The racemic 4-chlorobenzhydrylamine was treated with D-tartaric acid, and then sequentially recrystallized ten times from water (as described by Clemo, et al., J. Chem. Soc., (1939), 1958-1960) to provide (S)-4-chlorobenzhydrylamine of high optical purity (ee>98%, according to chiral HPLC). Reactants: Cl, [K+], NN, [OH-], O, O, OCCOCCOCCO, O=C(O)CCC(=O)c1ccc2ccccc2c1. Product: O=C(O)CCCc1ccc2ccccc2c1. RXN SMILES: [ClH:33].[K+:29].[NH2:31][NH2:32].[OH-:28].[OH2:30].[OH2:34].[OH:1][CH2:2][CH2:3][O:4][CH2:5][CH2:6][O:7][CH2:8][CH2:9][OH:10].[cH:11]1[c:12]([C:21]([CH2:22][CH2:23][C:24](=[O:25])[OH:26])=[O:27])[cH:13][cH:14][c:15]2[cH:16][cH:17][cH:18][cH:19][c:20]12>>[cH:11]1[c:12]([CH2:21][CH2:22][CH2:23][C:24](=[O:25])[OH:26])[cH:13][cH:14][c:15]2[cH:16][cH:17][cH:18][cH:19][c:20]12.